Dataset: the Open Reaction Database (ORD), a public repository of structured organic reaction records. Task: describe an organic reaction: reactants, conditions, products, and yield Reactants: OC1=CC=C(C=C1)CCC(=O)OC (methyl 3-(4-hydroxyphenyl)propionate), ClC1=CC=C(C=C1)C(OCCSCCO)C1=CC=C(C=C1)Cl (2-[2-[bis(4-chlorophenyl)methoxy]ethylthio]ethanol), C1(=CC=CC=C1)P(C1=CC=CC=C1)C1=CC=CC=C1 (triphenylphosphine), N(=NC(=O)OCC)C(=O)OCC (diethyl azodicarboxylate). The solvent is C1=CC=CC=C1 (benzene), C(C)(=O)OCC (ethyl acetate). Reaction conditions: time 18 hour. The product is COC(CCC1=CC=C(C=C1)OCCSCCOC(C1=CC=C(C=C1)Cl)C1=CC=C(C=C1)Cl)=O (3-[4-[2-[2-[Bis(4-chlorophenyl)methoxy]ethylthio]ethoxy]phenyl]propionic Acid Methyl Ester). The yield is 71.8%. As a reaction SMILES: [OH:1][C:2]1[CH:7]=[CH:6][C:5]([CH2:8][CH2:9][C:10]([O:12][CH3:13])=[O:11])=[CH:4][CH:3]=1.[Cl:14][C:15]1[CH:20]=[CH:19][C:18]([CH:21]([C:29]2[CH:34]=[CH:33][C:32]([Cl:35])=[CH:31][CH:30]=2)[O:22][CH2:23][CH2:24][S:25][CH2:26][CH2:27]O)=[CH:17][CH:16]=1.C1(P(C2C=CC=CC=2)C2C=CC=CC=2)C=CC=CC=1.N(C(OCC)=O)=NC(OCC)=O>C1C=CC=CC=1.C(OCC)(=O)C>[CH3:13][O:12][C:10](=[O:11])[CH2:9][CH2:8][C:5]1[CH:4]=[CH:3][C:2]([O:1][CH2:27][CH2:26][S:25][CH2:24][CH2:23][O:22][CH:21]([C:18]2[CH:17]=[CH:16][C:15]([Cl:14])=[CH:20][CH:19]=2)[C:29]2[CH:34]=[CH:33][C:32]([Cl:35])=[CH:31][CH:30]=2)=[CH:7][CH:6]=1. Procedure: A solution of methyl 3-(4-hydroxyphenyl)propionate (1.40 g, 7.77 mmol), 2-[2-[bis(4-chlorophenyl)methoxy]ethylthio]ethanol (2.80 g, 7.80 mmol) and triphenylphosphine (2.0 g, 7.8 mmol) in dry benzene (30 ml) was treated at 22° C. with diethyl azodicarboxylate (1.34 g, 7.8) added dropwise over 5 min. After 18 h at 22° C., the reaction mixture was diluted with ethyl acetate (200 ml) washed with saturated sodium bicarbonate and dried over magnesium sulfate. Evaporation of the solvent gave an oil whi... Starting materials: C(C)(=O)[O-].C(C)(=O)[O-].C(C)(=O)[O-].C(C)(=O)[O-].[Pb+4] (Lead tetraacetate), O1CCC2=C1C=CC=C2CCCNC(C)=O (N-[3-(2,3-dihydro-benzofuran-4-yl)-propyl]-acetamide), 2h. The solvent is C(C)(=O)O (acetic acid). The product is O1C=CC2=C1C=CC=C2CCCNC(C)=O (N-[3-(benzofuran-4-yl)-propyl]-acetamide). Isolated yield 41.4%. Reaction SMILES: C([O-])(=O)C.C([O-])(=O)C.C([O-])(=O)C.C([O-])(=O)C.[Pb+4].[O:18]1[C:22]2[CH:23]=[CH:24][CH:25]=[C:26]([CH2:27][CH2:28][CH2:29][NH:30][C:31](=[O:33])[CH3:32])[C:21]=2[CH2:20][CH2:19]1>C(O)(=O)C>[O:18]1[C:22]2[CH:23]=[CH:24][CH:25]=[C:26]([CH2:27][CH2:28][CH2:29][NH:30][C:31](=[O:33])[CH3:32])[C:21]=2[CH:20]=[CH:19]1 |f:0.1.2.3.4|. Procedure: Lead tetraacetate (210 mg) was added to a solution of N-[3-(2,3-dihydro-benzofuran-4-yl)-propyl]-acetamide (100 mg) in acetic acid (1.5 ml) at 100. The mixture was stirred at room temperature for 2h and at 50° for 16 h. The solvent was evaporated and the residue purified by chromatography to give the title compound as an oil (41 mg). Reactants: Brc1ccc2[nH]ccc2c1, Cc1ccccc1, CCO, [Cl-], OB(O)c1ccc(F)cc1, [Na+], [Na+], O=C([O-])O, c1ccc(P(c2ccccc2)(c2ccccc2)[Pd](P(c2ccccc2)(c2ccccc2)c2ccccc2)(P(c2ccccc2)(c2ccccc2)c2ccccc2)P(c2ccccc2)(c2ccccc2)c2ccccc2)cc1. The product is Fc1ccc(-c2ccc3[nH]ccc3c2)cc1. As a reaction SMILES: [Br:1][c:2]1[cH:3][c:4]2[cH:5][cH:6][nH:7][c:8]2[cH:9][cH:10]1.[CH3:28][c:29]1[cH:30][cH:31][cH:32][cH:33][cH:34]1.[CH3:35][CH2:36][OH:37].[Cl-:26].[F:11][c:12]1[cH:13][cH:14][c:15]([B:18]([OH:19])[OH:20])[cH:16][cH:17]1.[Na+:25].[Na+:27].[O-:21][C:22]([OH:23])=[O:24].[cH:38]1[cH:39][cH:40][c:41]([P:42]([Pd:43]([P:44]([c:45]2[cH:46][cH:47][cH:48][cH:49][cH:50]2)([c:51]2[cH:52][cH:53][cH:54][cH:55][cH:56]2)[c:57]2[cH:58][cH:59][cH:60][cH:61][cH:62]2)([P:63]([c:64]2[cH:65][cH:66][cH:67][cH:68][cH:69]2)([c:70]2[cH:71][cH:72][cH:73][cH:74][cH:75]2)[c:76]2[cH:77][cH:78][cH:79][cH:80][cH:81]2)[P:82]([c:83]2[cH:84][cH:85][cH:86][cH:87][cH:88]2)([c:89]2[cH:90][cH:91][cH:92][cH:93][cH:94]2)[c:95]2[cH:96][cH:97][cH:98][cH:99][cH:100]2)([c:101]2[cH:102][cH:103][cH:104][cH:105][cH:106]2)[c:107]2[cH:108][cH:109][cH:110][cH:111][cH:112]2)[cH:113][cH:114]1>>[c:2]1(-[c:15]2[cH:14][cH:13][c:12]([F:11])[cH:17][cH:16]2)[cH:3][c:4]2[cH:5][cH:6][nH:7][c:8]2[cH:9][cH:10]1. Run at temperature -30 celsius, time 1 hour. Procedure: A stirred mixture of dry acetonitrile (500 mL) and dry toluene (500 mL) was cooled to −30° C., followed by the addition of formamide (50.7 g, 1.1 mol), acetaldehyde (37 g, 0.85 mol) and TMS-CI (106.4 g, 0.98 mol) at −30° C. under nitrogen atmosphere. The reaction mixture was stirred at rt for 1 h and warmed to 55° C., then para-toluene sulphonic acid was added and stirred the reaction mixture at this temperature overnight. The reaction mixture was cooled to 0° C., followed by the addition of ter... Yields the product NC=1C=C(C=CC1)S(=O)(=O)C(C)NC=O ({1-[(3-Aminophenyl)sulfonyl]ethyl}formamide). RXN SMILES: [CH:1]([NH2:3])=[O:2].[CH:4](=O)[CH3:5].[C:7]1(C)[CH:12]=[CH:11][C:10]([S:13]([OH:16])(=O)=[O:14])=[CH:9][CH:8]=1.C(OC(C)(C)C)(C)(C)C.C(#[N:29])C>C1(C)C=CC=CC=1>[NH2:29][C:8]1[CH:9]=[C:10]([S:13]([CH:4]([NH:3][CH:1]=[O:2])[CH3:5])(=[O:16])=[O:14])[CH:11]=[CH:12][CH:7]=1. Solvent: C1(=CC=CC=C1)C (toluene). The reactants are C(=O)N (formamide), C(C)=O (acetaldehyde), TMS-CI, C1(=CC=C(C=C1)S(=O)(=O)O)C (para-toluene sulphonic acid), C(C)(C)(C)OC(C)(C)C (tert-butyl ether), C(C)#N (acetonitrile). RXN SMILES: [CH2:29]1[O:30][CH2:31][CH2:32][O:33][CH2:34]1.[CH3:18][Sn:19]([c:20]1[n:21][cH:22][cH:23][cH:24][cH:25]1)([CH3:26])[CH3:27].[Cl-:28].[OH:1][CH2:2][CH:3]1[O:4][CH:5]([n:9]2[cH:10][c:11]([I:12])[c:13](=[O:14])[nH:15][c:16]2=[O:17])[CH2:6][CH:7]1[OH:8]>>[OH:1][CH2:2][CH:3]1[O:4][CH:5]([n:9]2[cH:10][c:11](-[c:20]3[n:21][cH:22][cH:23][cH:24][cH:25]3)[c:13](=[O:14])[nH:15][c:16]2=[O:17])[CH2:6][CH:7]1[OH:8]. Reactants: C1COCCO1, C[Sn](C)(C)c1ccccn1, [Cl-], O=c1[nH]c(=O)n(C2CC(O)C(CO)O2)cc1I. Yields the product O=c1[nH]c(=O)n(C2CC(O)C(CO)O2)cc1-c1ccccn1. Starting materials: C(C)C=1C(=CC=C2C(=CC(=NC12)C=1SC=C(N1)C(C)C)OC1CC2C(N(CCCCC=CC3CC3(NC(C2C1)=O)C(=O)O)C)=O)OC (17-[8-ethyl-2-(4-isopropylthiazole-2-yl)-7-methoxyquinolin-4-yl-oxy]-13-methyl-2,14-dioxo-3,13-diazatricyclo[13.3.0.04,6]octadec-7-ene-4-carboxylic acid), C1(CC1)S(=O)(=O)N (cyclopropylsulfonamide), ClC=1C(=CC=C2C(=CC(=NC12)C=1SC=C(N1)C(C)C)OC1CC2C(N(CCCCC=CC3CC3(NC(C2C1)=O)C(=O)NS(=O)(=O)C1CC1)C)=O)OC (N-[17-[8-chloro-2-(4-isopropylthiazole-2-yl)-7-methoxyquinolin-4-yloxy]-13-methyl-2,14-dioxo-3,13-diazatricyclo[13.3.0.04,6]-octadec-7-ene-4-carbonyl](cyclopropyl)sulfonamide). Yields the product C(C)C=1C(=CC=C2C(=CC(=NC12)C=1SC=C(N1)C(C)C)OC1CC2C(N(CCCCC=CC3CC3(NC(C2C1)=O)C(=O)NS(=O)(=O)C1CC1)C)=O)OC (N-[17-[8-ethyl-2-(4-isopropylthiazole-2-yl)-7-methoxyquinolin-4-yloxy]-13-methyl-2,14-dioxo-3,13-diazatricyclo[13.3.0.04,6]octadec-7-ene-4-carbonyl](cyclo-propyl)sulfonamide). As a reaction SMILES: [CH2:1]([C:3]1[C:4]([O:46][CH3:47])=[CH:5][CH:6]=[C:7]2[C:12]=1[N:11]=[C:10]([C:13]1[S:14][CH:15]=[C:16]([CH:18]([CH3:20])[CH3:19])[N:17]=1)[CH:9]=[C:8]2[O:21][CH:22]1[CH2:39][CH:38]2[CH:24]([C:25](=[O:45])[N:26]([CH3:44])[CH2:27][CH2:28][CH2:29][CH2:30][CH:31]=[CH:32][CH:33]3[C:35]([C:41]([OH:43])=O)([NH:36][C:37]2=[O:40])[CH2:34]3)[CH2:23]1)[CH3:2].[CH:48]1([S:51]([NH2:54])(=[O:53])=[O:52])[CH2:50][CH2:49]1.ClC1C(OC)=CC=C2C=1N=C(C1SC=C(C(C)C)N=1)C=C2OC1CC2C(C(=O)N(C)CCCCC=CC3C(C(NS(C4CC4)(=O)=O)=O)(NC2=O)C3)C1>>[CH2:1]([C:3]1[C:4]([O:46][CH3:47])=[CH:5][CH:6]=[C:7]2[C:12]=1[N:11]=[C:10]([C:13]1[S:14][CH:15]=[C:16]([CH:18]([CH3:20])[CH3:19])[N:17]=1)[CH:9]=[C:8]2[O:21][CH:22]1[CH2:39][CH:38]2[CH:24]([C:25](=[O:45])[N:26]([CH3:44])[CH2:27][CH2:28][CH2:29][CH2:30][CH:31]=[CH:32][CH:33]3[C:35]([C:41]([NH:54][S:51]([CH:48]4[CH2:50][CH2:49]4)(=[O:53])=[O:52])=[O:43])([NH:36][C:37]2=[O:40])[CH2:34]3)[CH2:23]1)[CH3:2]. Procedure details: The title compound was prepared from 17-[8-ethyl-2-(4-isopropylthiazole-2-yl)-7-methoxyquinolin-4-yloxy]-13-methyl-2,14-dioxo-3,13-diazatricyclo[13.3.0.04,6]-octadec-7-ene-4-carboxylic acid (70) and cyclopropylsulfonamide following the procedure reported for the preparation of N-[17-[8-chloro-2-(4-isopropylthiazole-2-yl)-7-methoxyquinolin-4-yloxy]-13-methyl-2,14-dioxo-3,13-diazatricyclo[13.3.0.04,6]-octadec-7-ene-4-carbonyl](cyclopropyl)sulfonamide (56): m/z=764 (M+H)+.